This data is from the Open Reaction Database (ORD), a public repository of structured organic reaction records. The task is: describe an organic reaction: reactants, conditions, products, and yield Run in O (water). Reaction SMILES: [CH2:1]([C:8]([CH2:15][S:16][CH3:17])(C(O)=O)[C:9]([OH:11])=[O:10])[C:2]1[CH:7]=[CH:6][CH:5]=[CH:4][CH:3]=1.C(C(CSC)(C(OCC)=O)C(OCC)=O)C1C=CC=CC=1.CO.Cl>O>[CH3:17][S:16][CH2:15][CH:8]([CH2:1][C:2]1[CH:3]=[CH:4][CH:5]=[CH:6][CH:7]=1)[C:9]([OH:11])=[O:10]. Isolated yield 17.1%. The reactants are C(C1=CC=CC=C1)C(C(=O)O)(C(=O)O)CSC (2-benzyl-2-(methylthiomethyl)malonic acid), Cl (hydrochloric acid), C(C1=CC=CC=C1)C(C(=O)OCC)(C(=O)OCC)CSC (diethyl 2-benzyl-2-(methylthiomethyl)malonate), CO (methanol). The product is CSCC(C(=O)O)CC1=CC=CC=C1 (2-(methylthiomethyl)-3-phenylpropanoic acid). Run at temperature 100 celsius, time 4 hour. Procedure: Preparation of 2-benzyl-2-(methylthiomethyl)malonic acid—Powdered potassium hydroxide (4.8 g, 86 mmol, 5.0 equiv) was added to a stirred solution of diethyl 2-benzyl-2-(methylthiomethyl)malonate (5.3 g, 17 mmol, 1.0 equiv) in 3:1 methanol:water (28 mL) at 23° C. The resulting pale yellow suspension was heated to 100° C. and stirred for 4 h. The cooled reaction mixture was acidified to pH≈9 with concentrated hydrochloric acid and washed with diethyl ether (4×50 mL). The aqueous layer was acidifie... Starting materials: O=C([O-])[O-], Cc1ccc(S(=O)(=O)OCCC2CN(Cc3ccc(C(F)(F)F)cc3)C(=O)N2C)cc1, COC(=O)C(C)(C)Cc1ccc(O)cc1, [Cs+], [Cs+], CN(C)C=O, O. Reaction SMILES: [C:47](=[O:48])([O-:49])[O-:50].[CH3:16][N:17]1[C:18](=[O:46])[N:19]([CH2:35][c:36]2[cH:37][cH:38][c:39]([C:42]([F:43])([F:44])[F:45])[cH:40][cH:41]2)[CH2:20][CH:21]1[CH2:22][CH2:23][O:24][S:25]([c:26]1[cH:27][cH:28][c:29]([CH3:30])[cH:31][cH:32]1)(=[O:33])=[O:34].[CH3:1][O:2][C:3]([C:4]([CH2:5][c:6]1[cH:7][cH:8][c:9]([OH:12])[cH:10][cH:11]1)([CH3:13])[CH3:14])=[O:15].[Cs+:51].[Cs+:52].[O:53]=[CH:54][N:55]([CH3:56])[CH3:57].[OH2:58]>>[CH3:1][O:2][C:3]([C:4]([CH2:5][c:6]1[cH:7][cH:8][c:9]([O:12][CH2:23][CH2:22][CH:21]2[N:17]([CH3:16])[C:18](=[O:46])[N:19]([CH2:35][c:36]3[cH:37][cH:38][c:39]([C:42]([F:43])([F:44])[F:45])[cH:40][cH:41]3)[CH2:20]2)[cH:10][cH:11]1)([CH3:13])[CH3:14])=[O:15]. Product: COC(=O)C(C)(C)Cc1ccc(OCCC2CN(Cc3ccc(C(F)(F)F)cc3)C(=O)N2C)cc1. The reactants are C(C1=CC=CC=C1)OC(=O)N[C@@H](CC(N)=O)C(=O)N[C@H]([C@@H](CN1CSC[C@H]1C(=O)NC(C)(C)C)O)CC1=CC=CC=C1 (3-[3(S)-[[N-(benzyloxycarbonyl)-L-asparaginyl]amino]-2(R)-hydroxy-4-phenylbutyl]-N-tert.butyl-4(R)-thiazolidinecarboxamide), Br (hydrogen bromide). Solvent: C(C)(=O)O (acetic acid), C(C)OCC (diethyl ether). Run at time 1 hour. Yields the product N[C@@H](CC(N)=O)C(=O)N[C@H]([C@@H](CN1CSC[C@H]1C(=O)NC(C)(C)C)O)CC1=CC=CC=C1 (3-[3(S)-[[L-asparaginyl]amino]-2(R)-hydroxy-4-phenylbutyl]-N-tert.butyl-4(R)-thiazolidinecarboxamide). Isolated yield 83.3%. RXN SMILES: C(OC([NH:11][C@H:12]([C:17]([NH:19][C@@H:20]([CH2:36][C:37]1[CH:42]=[CH:41][CH:40]=[CH:39][CH:38]=1)[C@H:21]([OH:35])[CH2:22][N:23]1[C@H:27]([C:28]([NH:30][C:31]([CH3:34])([CH3:33])[CH3:32])=[O:29])[CH2:26][S:25][CH2:24]1)=[O:18])[CH2:13][C:14](=[O:16])[NH2:15])=O)C1C=CC=CC=1.Br>C(O)(=O)C.C(OCC)C>[NH2:11][C@H:12]([C:17]([NH:19][C@@H:20]([CH2:36][C:37]1[CH:42]=[CH:41][CH:40]=[CH:39][CH:38]=1)[C@H:21]([OH:35])[CH2:22][N:23]1[C@H:27]([C:28]([NH:30][C:31]([CH3:33])([CH3:34])[CH3:32])=[O:29])[CH2:26][S:25][CH2:24]1)=[O:18])[CH2:13][C:14](=[O:16])[NH2:15]. Procedure details: A mixture of 170 mg of 3-[3(S)-[[N-(benzyloxycarbonyl)-L-asparaginyl]amino]-2(R)-hydroxy-4-phenylbutyl]-N-tert.butyl-4(R)-thiazolidinecarboxamide and 0.3 ml of 32% (w/w) hydrogen bromide in glacial acetic acid was stirred at room temperature for 1 hour. The solution was diluted with diethyl ether and the precipitated solid was rapidly filtered off, washed with diethyl ether and dissolved in water. The solution was made alkaline by the addition of potassium carbonate and extracted with three port...